From a dataset of the Open Reaction Database (ORD), a public repository of structured organic reaction records. describe an organic reaction: reactants, conditions, products, and yield Reactants: CCO, [Cl-], O=C(NCC12CC3CC(CC(C3)C1)C2)c1cccc([N+](=O)[O-])c1Cl, [Fe], [NH4+]. Product: Nc1cccc(C(=O)NCC23CC4CC(CC(C4)C2)C3)c1Cl. RXN SMILES: [CH3:27][CH2:28][OH:29].[Cl-:25].[Cl:1][c:2]1[c:3]([C:4](=[O:5])[NH:6][CH2:7][C:8]23[CH2:9][CH:10]4[CH2:11][CH:12]([CH2:13][CH:14]([CH2:15]2)[CH2:16]4)[CH2:17]3)[cH:18][cH:19][cH:20][c:21]1[N+:22]([O-:23])=[O:24].[Fe:30].[NH4+:26]>>[Cl:1][c:2]1[c:3]([C:4](=[O:5])[NH:6][CH2:7][C:8]23[CH2:9][CH:10]4[CH2:11][CH:12]([CH2:13][CH:14]([CH2:15]2)[CH2:16]4)[CH2:17]3)[cH:18][cH:19][cH:20][c:21]1[NH2:22]. Reactants: CCCCCCCCCCCCCCCCCCN, CCCCCCCCCCCCCCCCCCN, CCO, Cl, O=C(Cl)c1ccccc1I. The product is CCCCCCCCCCCCCCCCCCNC(=O)c1ccccc1I. As a reaction SMILES: [CH2:1]([CH2:2][CH2:3][CH2:4][CH2:5][CH2:6][CH2:7][CH2:8][CH2:9][CH2:10][CH2:11][CH2:12][CH2:13][CH2:14][CH2:15][CH2:16][CH2:17][CH3:18])[NH2:19].[CH2:31]([NH2:32])[CH2:33][CH2:34][CH2:35][CH2:36][CH2:37][CH2:38][CH2:39][CH2:40][CH2:41][CH2:42][CH2:43][CH2:44][CH2:45][CH2:46][CH2:47][CH2:48][CH3:49].[CH3:50][CH2:51][OH:52].[ClH:30].[I:20][c:21]1[c:22]([C:23](=[O:24])[Cl:25])[cH:26][cH:27][cH:28][cH:29]1>>[CH2:1]([CH2:2][CH2:3][CH2:4][CH2:5][CH2:6][CH2:7][CH2:8][CH2:9][CH2:10][CH2:11][CH2:12][CH2:13][CH2:14][CH2:15][CH2:16][CH2:17][CH3:18])[NH:19][C:23]([c:22]1[c:21]([I:20])[cH:29][cH:28][cH:27][cH:26]1)=[O:24]. Reactants: CCN(CC)C(=O)c1ccc(OC)cc1, C1CCOC1, CSC, CN(C)CCN(C)C, [Li]C(C)CC. RXN SMILES: [CH2:14]([CH3:15])[N:16]([C:17]([c:18]1[cH:19][cH:20][c:21]([O:24][CH3:25])[cH:22][cH:23]1)=[O:26])[CH2:27][CH3:28].[CH2:32]1[O:33][CH2:34][CH2:35][CH2:36]1.[CH3:29][S:30][CH3:31].[CH3:6][N:7]([CH3:8])[CH2:9][CH2:10][N:11]([CH3:12])[CH3:13].[CH:1]([Li:2])([CH2:3][CH3:4])[CH3:5]>>[CH2:14]([CH3:15])[N:16]([C:17]([c:18]1[c:19]([S:30][CH3:29])[cH:20][c:21]([O:24][CH3:25])[cH:22][cH:23]1)=[O:26])[CH2:27][CH3:28]. The product is CCN(CC)C(=O)c1ccc(OC)cc1SC. Starting materials: ClC1=C(C=C(C=C1)C(C=[N+]=[N-])=O)S(N(CC)CC)(=O)=O (4'-chloro-3'-diethylsulfamoyl-diazoacetophenone), Cl (HCl). Solvent: COCCOCCOC (diethyleneglycol dimethyl ether). Product: C(C)N(S(=O)(=O)C=1C=C(C=CC1Cl)C(CCl)=O)CC (3'-Diethylsulfamoyl-2,4'-dichloroacetophenone). RXN SMILES: [Cl:1][C:2]1[CH:7]=[CH:6][C:5]([C:8](=[O:12])[CH:9]=[N+]=[N-])=[CH:4][C:3]=1[S:13](=[O:20])(=[O:19])[N:14]([CH2:17][CH3:18])[CH2:15][CH3:16].[ClH:21]>COCCOCCOC>[CH2:15]([N:14]([CH2:17][CH3:18])[S:13]([C:3]1[CH:4]=[C:5]([C:8](=[O:12])[CH2:9][Cl:21])[CH:6]=[CH:7][C:2]=1[Cl:1])(=[O:20])=[O:19])[CH3:16]. Procedure: 12 g of 4'-chloro-3'-diethylsulfamoyl-diazoacetophenone were reacted as prescribed in Example 66b) with concentrated HCl in diethyleneglycol dimethyl ether and worked up. Colorless crystals, melting point: 63° - 65° C. Reactants: FC(C=1C=C(C=C(C1)C(F)(F)F)NC(=O)N1CCN(CC1)C1=NSN=C1Cl)(F)F (4-(4-chloro-[1,2,5]thiadiazol-3-yl)-piperazine-1-carboxylic acid (3,5-bis-trifluoromethyl-phenyl)-amide), solution, CC(C)([O-])C.[K+] (potassium tert-butoxide), C(C)(C)(C)O (tert-butanol), FC1=NC=CC(=C1)CO (2-Fluoro-4-pyridinemethanol). The solvent is CO (methanol). Conditions: time 2 hour. The product is FC(C=1C=C(C=C(C1)C(F)(F)F)NC(=O)N1CCN(CC1)C1=NSN=C1OCC1=CC(=NC=C1)F)(F)F (4-[4-(2-Fluoro-pyridin-4-ylmethoxy)-[1,2,5]thiadiazol-3-yl]-piperazine-1-carboxylic acid (3,5-bis-trifluoromethyl-phenyl)-amide). Isolated yield 13.5%. Reaction SMILES: [F:1][C:2]([F:29])([F:28])[C:3]1[CH:4]=[C:5]([NH:13][C:14]([N:16]2[CH2:21][CH2:20][N:19]([C:22]3[C:26](Cl)=[N:25][S:24][N:23]=3)[CH2:18][CH2:17]2)=[O:15])[CH:6]=[C:7]([C:9]([F:12])([F:11])[F:10])[CH:8]=1.CC(C)([O-])C.[K+].C(O)(C)(C)C.[F:41][C:42]1[CH:47]=[C:46]([CH2:48][OH:49])[CH:45]=[CH:44][N:43]=1>CO>[F:1][C:2]([F:29])([F:28])[C:3]1[CH:4]=[C:5]([NH:13][C:14]([N:16]2[CH2:21][CH2:20][N:19]([C:22]3[C:26]([O:49][CH2:48][C:46]4[CH:45]=[CH:44][N:43]=[C:42]([F:41])[CH:47]=4)=[N:25][S:24][N:23]=3)[CH2:18][CH2:17]2)=[O:15])[CH:6]=[C:7]([C:9]([F:12])([F:11])[F:10])[CH:8]=1 |f:1.2|. Procedure: To a solution of 4-(4-chloro-[1,2,5]thiadiazol-3-yl)-piperazine-1-carboxylic acid (3,5-bis-trifluoromethyl-phenyl)-amide (117.7 mg, 0.265 mmol, prepared in Example 10b) and 1M solution of potassium tert-butoxide in tert-butanol (0.75 mL, 0.75 mmol) was added 2-Fluoro-4-pyridinemethanol (65.6 mg, 0.516 mmol, prepared in Example 15a). The resulting suspension was stirred at room temperature for 2 h. The crude reaction mixture was diluted with methanol and purified by preparative HPLC (50 mM NH4OAc... Reactants: ClC1=CN(C2=CC=CC=C12)C=1C(N(N=CC1OC)C)=O (4-(3-Chloro-indol-1-yl)-5-methoxy-2-methyl-2H-pyridazin-3-one), N1CCOCC1 (morpholine). Run in O (water). Run at temperature 140 celsius. Product: ClC1=CN(C2=CC=CC=C12)C1C(N(N=CC1=O)C)=O (4-(3-Chloro-indol-1-yl)-2-methyl-2H-pyridazine-3,5-dione). Yield: 95.0%. RXN SMILES: [Cl:1][C:2]1[C:10]2[C:5](=[CH:6][CH:7]=[CH:8][CH:9]=2)[N:4]([C:11]2[C:12](=[O:20])[N:13]([CH3:19])[N:14]=[CH:15][C:16]=2[O:17]C)[CH:3]=1.N1CCOCC1>O>[Cl:1][C:2]1[C:10]2[C:5](=[CH:6][CH:7]=[CH:8][CH:9]=2)[N:4]([CH:11]2[C:16](=[O:17])[CH:15]=[N:14][N:13]([CH3:19])[C:12]2=[O:20])[CH:3]=1. Procedure details: A mixture of 4-(3-Chloro-indol-1-yl)-5-methoxy-2-methyl-2H-pyridazin-3-one (1.70 g, 5.87 mmol) and morpholine (8 ml) is heated to 140° C. under microwave irradiation for 10 min. The mixture is allowed to cool then evaporated under reduced pressure to remove most of the morpholine. The residue is stirred with 1:1 v/v glacial AcOH:DCM (100 ml) to give a free-flowing semi-solid. Volatiles are removed in-vacuo and the solid obtained slurried with water. The solid is recovered by filtration under red...